This data is from the Open Reaction Database (ORD), a public repository of structured organic reaction records. The task is: describe an organic reaction: reactants, conditions, products, and yield The reactants are CI (methyl iodide), C(CC#CCC)OC=1C(=NSN1)C=1C=NC=CC1 (3-(4-(3-hexynyloxy)-1,2,5-thiadiazol-3-yl) pyridine). Run in CC(=O)C (acetone). Reaction conditions: time 18 hour. Product: [I-].C(CC#CCC)OC=1C(=NSN1)C=1C=[N+](C=CC1)C (3-(4-(3-hexynyloxy)-1,2,5-thiadiazol-3-yl)-1-methylpyridinium iodide). RXN SMILES: [CH3:1][I:2].[CH2:3]([O:9][C:10]1[C:11]([C:15]2[CH:16]=[N:17][CH:18]=[CH:19][CH:20]=2)=[N:12][S:13][N:14]=1)[CH2:4][C:5]#[C:6][CH2:7][CH3:8]>CC(C)=O>[I-:2].[CH2:3]([O:9][C:10]1[C:11]([C:15]2[CH:16]=[N+:17]([CH3:1])[CH:18]=[CH:19][CH:20]=2)=[N:12][S:13][N:14]=1)[CH2:4][C:5]#[C:6][CH2:7][CH3:8] |f:3.4|. Procedure details: A mixture of methyl iodide (1 ml, 15 mmol) and 3-(4-(3-hexynyloxy)-1,2,5-thiadiazol-3-yl) pyridine (3 mmol) in acetone (5 ml) was stirred at room temperature for 18 h. The title compound precipitated from the solution and was collected by filtration to yield 0.85 g (71%). As a reaction SMILES: [H-].[Na+].[Cl:3][C:4]1[N:9]=[CH:8][C:7]([CH2:10][NH:11][C:12](=[O:27])[C:13](=[N:15][NH:16][C:17]2[CH:22]=[CH:21][C:20]([C:23]([F:26])([F:25])[F:24])=[CH:19][CH:18]=2)[CH3:14])=[CH:6][CH:5]=1.CI.[C:30](OCC)(=O)C>CN(C)C=O>[Cl:3][C:4]1[N:9]=[CH:8][C:7]([CH2:10][NH:11][C:12](=[O:27])[C:13](=[N:15][N:16]([CH3:30])[C:17]2[CH:22]=[CH:21][C:20]([C:23]([F:24])([F:25])[F:26])=[CH:19][CH:18]=2)[CH3:14])=[CH:6][CH:5]=1 |f:0.1|. The solvent is CN(C=O)C (N,N-dimethylformamide). Starting materials: [H-].[Na+] (sodium hydride), ClC1=CC=C(C=N1)CNC(C(C)=NNC1=CC=C(C=C1)C(F)(F)F)=O (N-(6-chloro-3-pyridylmethyl)-2-(4-trifluoromethylphenyl hydrazono) propionic acid amide), CI (Methyl iodide), ice water, C(C)(=O)OCC (ethyl acetate). Reaction conditions: time 10 minute. Yields the product ClC1=CC=C(C=N1)CNC(C(C)=NN(C1=CC=C(C=C1)C(F)(F)F)C)=O (N-(6-chloro-3-pyridylmethyl)-2-[N-methyl-N-(4-trifluoromethylphenyl) hydrazono]propionic acid amide). Reported procedure: 60% sodium hydride (0.12 g, 3.0 mmol) was added to a solution of N-(6-chloro-3-pyridylmethyl)-2-(4-trifluoromethylphenyl hydrazono) propionic acid amide (Compound No. 63) (1.0 g, 2.7 mmol) in N,N-dimethylformamide (5 ml) and stirred for 10 minutes. Methyl iodide (0.40 g, 2.8 mmol) was gradually added thereto, and stirred at room temperature for 2 hours. To the reaction mixture, ice water and ethyl acetate were added, and subjected to extraction. The organic phase was washed with a saturated brin...